From a dataset of the Open Reaction Database (ORD), a public repository of structured organic reaction records. describe an organic reaction: reactants, conditions, products, and yield Reactants: ClC=1C=C(C=C(C1)Cl)C(C(F)(F)F)O (1-(3,5-dichlorophenyl)-2,2,2-trifluoroethanol), C1CC(=O)N(C1=O)Br (NBS), P(OC1=CC=CC=C1)(OC1=CC=CC=C1)OC1=CC=CC=C1 (triphenyl phosphite), BrC(C(F)(F)F)C1=CC(=CC(=C1)Cl)Cl (1-(1-Bromo-2,2,2-trifluoroethyl)-3,5-dichlorobenzene). Solvent: C(Cl)Cl (CH2Cl2). Conditions: temperature 25 celsius. The product is FC(C(O)C1=CC(=CC=C1)C(F)(F)F)(F)F (2,2,2-Trifluoro-1-(3-(trifluoromethyl)phenyl)ethanol). The yield is 40.0%. As a reaction SMILES: BrC(C1C=C(Cl)C=C(Cl)C=1)[C:3]([F:6])([F:5])[F:4].Cl[C:16]1[CH:17]=[C:18]([CH:23]([OH:28])[C:24]([F:27])([F:26])[F:25])[CH:19]=[C:20](Cl)[CH:21]=1.C1C(=O)N(Br)C(=O)C1.P(OC1C=CC=CC=1)(OC1C=CC=CC=1)OC1C=CC=CC=1>C(Cl)Cl>[F:25][C:24]([F:27])([F:26])[CH:23]([C:18]1[CH:19]=[CH:20][CH:21]=[C:16]([C:3]([F:6])([F:5])[F:4])[CH:17]=1)[OH:28]. Procedure: 1-(1-Bromo-2,2,2-trifluoroethyl)-3,5-dichlorobenzene (AI1). To a stirred solution of 1-(3,5-dichlorophenyl)-2,2,2-trifluoroethanol (4.0 g, 16.3 mmol) in CH2Cl2 (50 mL), were added NBS (2.9 g, 16.3 mmol) and triphenyl phosphite (5.06 g, 16.3 mmol), and the resultant reaction mixture was heated at reflux for 18 h. After the reaction was deemed complete by TLC, the reaction mixture was cooled to 25° C. and was concentrated under reduced pressure. Purification by flash column chromatography (SiO2, 1... Procedure: 4-Chloropyridine hydrochloride (14 g) was added to hydrazine monohydrate (50 mL) and the mixture was stirred at 120° C. for 1 hr. A 1 mol/L a aqueous sodium hydroxide solution (100 mL) and sodium chloride were added to the reaction solution. The mixture was extracted with ethyl acetate and the extract solution was dried and concentrated under reduced pressure. The residue was dissolved in ethyl acetate (100 mL) and 4 mol/L hydrochloric acid-ethyl acetate (50 mL) was added under ice-cooling. The ... The solvent is [OH-].[Na+] (sodium hydroxide). Starting materials: [Cl-].[Na+] (sodium chloride), Cl.ClC1=CC=NC=C1 (4-Chloropyridine hydrochloride), O.NN (hydrazine monohydrate). RXN SMILES: [ClH:1].[Cl:2][C:3]1[CH:8]=[CH:7][N:6]=[CH:5][CH:4]=1.O.[NH2:10][NH2:11].[Cl-].[Na+]>[OH-].[Na+]>[ClH:2].[ClH:1].[NH:10]([C:3]1[CH:8]=[CH:7][N:6]=[CH:5][CH:4]=1)[NH2:11] |f:0.1,2.3,4.5,6.7,8.9.10|. Reaction conditions: temperature 120 celsius, time 1 hour. Yields the product Cl.Cl.N(N)C1=CC=NC=C1 (4-hydrazinopyridine dihydrochloride). The reactants are CC#N, O=[N+]([O-])c1cc2c(cc1F)[nH]c1ccccc12, CC(C)I, [K+], [OH-], O. Yields the product CC(C)c1cccc2c1[nH]c1cc(F)c([N+](=O)[O-])cc12. Reaction SMILES: [CH3:25][C:26]#[N:27].[F:1][c:2]1[c:3]([N+:15](=[O:16])[O-:17])[cH:4][c:5]2[c:6]3[cH:7][cH:8][cH:9][cH:10][c:11]3[nH:12][c:13]2[cH:14]1.[I:20][CH:21]([CH3:22])[CH3:23].[K+:19].[OH-:18].[OH2:24]>>[F:1][c:2]1[c:3]([N+:15](=[O:16])[O-:17])[cH:4][c:5]2[c:6]3[cH:7][cH:8][cH:9][c:10]([CH:21]([CH3:22])[CH3:23])[c:11]3[nH:12][c:13]2[cH:14]1.